Dataset: the Open Reaction Database (ORD), a public repository of structured organic reaction records. Task: describe an organic reaction: reactants, conditions, products, and yield The reactants are C1(=CC=CS1)C(=O)C1=CC=C2N1CCC2C(=O)O (5-(2-thenoyl)-1,2-dihydro-3H-pyrrolo[1,2-a]pyrrole-1-carboxylic acid), Cl (hydrogen chloride). Run in C(CC(C)C)O (isoamyl alcohol). Reaction conditions: time 24 hour. Product: C1(=CC=CS1)C(=O)C1=CC=C2N1CCC2C(=O)OCCC(C)C (isoamyl 5-(2-thenoyl)-1,2-dihydro-3H-pyrrolo[1,2-a]pyrrole-1-carboxylate). RXN SMILES: [C:1]1([C:6]([C:8]2[N:12]3[CH2:13][CH2:14][CH:15]([C:16]([OH:18])=[O:17])[C:11]3=[CH:10][CH:9]=2)=[O:7])[S:5][CH:4]=[CH:3][CH:2]=1.Cl>C(O)CC(C)C>[C:1]1([C:6]([C:8]2[N:12]3[CH2:13][CH2:14][CH:15]([C:16]([O:18][CH2:13][CH2:14][CH:15]([CH3:16])[CH3:11])=[O:17])[C:11]3=[CH:10][CH:9]=2)=[O:7])[S:5][CH:4]=[CH:3][CH:2]=1. Procedure details: A solution of 300 mg. of 5-(2-thenoyl)-1,2-dihydro-3H-pyrrolo[1,2-a]pyrrole-1-carboxylic acid in 5 ml. of isoamyl alcohol is saturated with hydrogen chloride. After 24 hours, the excess alcohol is distilled off in vacuum and the residue purified by chromatography on alumina to yield isoamyl 5-(2-thenoyl)-1,2-dihydro-3H-pyrrolo[1,2-a]pyrrole-1-carboxylate. The reactants are ClC1=C(C(=NN1C1=CC=CC=C1)C1=CC=C(C=C1)Cl)CC#N (5-chloro-3-p-chlorophenyl-1-phenyl-pyrazole-4-acetonitrile), [OH-].[Na+] (sodium hydroxide), C(C)O (ethanol), N (ammonia). Product: ClC1=C(C(=NN1C1=CC=CC=C1)C1=CC=C(C=C1)Cl)CC(=O)O (5-chloro-3-p-chlorophenyl-1-phenyl-pyrazole-4-acetic acid). Isolated yield 95.0%. Reaction SMILES: [Cl:1][C:2]1[N:6]([C:7]2[CH:12]=[CH:11][CH:10]=[CH:9][CH:8]=2)[N:5]=[C:4]([C:13]2[CH:18]=[CH:17][C:16]([Cl:19])=[CH:15][CH:14]=2)[C:3]=1CC#N.[OH-:23].[Na+].N.[CH2:26]([OH:28])[CH3:27]>>[Cl:1][C:2]1[N:6]([C:7]2[CH:12]=[CH:11][CH:10]=[CH:9][CH:8]=2)[N:5]=[C:4]([C:13]2[CH:18]=[CH:17][C:16]([Cl:19])=[CH:15][CH:14]=2)[C:3]=1[CH2:27][C:26]([OH:23])=[O:28] |f:1.2|. Procedure: 1.0 g of 5-chloro-3-p-chlorophenyl-1-phenyl-pyrazole-4-acetonitrile, 10 ml of ethanol and 1.4 g of sodium hydroxide are heated at boiling point for 4 hours until the evolution of ammonia is terminated. The alcohol is distilled in vacuo, treated with ether, purified with active charcoal and the aqueous phase is acidified with hydrochloric acid to pH 3. With a yield of 95 % 5-chloro-3-p-chlorophenyl-1-phenyl-pyrazole-4-acetic acid is obtained; F 179.5°-181°. Reactants: ClC1=C(C=CC=C1)N1C=2N(C3=NC(=NC=C3C1=O)S(=O)C)C=CN2 (4-(2-Chloro-phenyl)-8-methanesulfinyl-4H-3,4,7,9,9b-pentaaza-cyclopenta[a]naphthalen-5-one), NC1=CC=C(C(=O)OC(C)(C)C)C=C1 (tert-butyl 4-aminobenzoate), Cl (HCl). Product: ClC1=C(C=CC=C1)N1C=2N(C3=NC(=NC=C3C1=O)NC1=CC=C(C(=O)O)C=C1)C=CN2 (4-[4-(2-Chloro-phenyl)-5-oxo-4,5-dihydro-3,4,7,9,9b-pentaaza-cyclopent a[a]naphthalen-8-ylamino]-benzoic acid), Cl (HCl). As a reaction SMILES: [Cl:1][C:2]1[CH:7]=[CH:6][CH:5]=[CH:4][C:3]=1[N:8]1[C:17](=[O:18])[C:16]2[C:11](=[N:12][C:13](S(C)=O)=[N:14][CH:15]=2)[N:10]2[CH:22]=[CH:23][N:24]=[C:9]12.[NH2:25][C:26]1[CH:38]=[CH:37][C:29]([C:30]([O:32]C(C)(C)C)=[O:31])=[CH:28][CH:27]=1.[ClH:39]>>[Cl:1][C:2]1[CH:7]=[CH:6][CH:5]=[CH:4][C:3]=1[N:8]1[C:17](=[O:18])[C:16]2[C:11](=[N:12][C:13]([NH:25][C:26]3[CH:38]=[CH:37][C:29]([C:30]([OH:32])=[O:31])=[CH:28][CH:27]=3)=[N:14][CH:15]=2)[N:10]2[CH:22]=[CH:23][N:24]=[C:9]12.[ClH:39]. Reported procedure: A mixture of Example 1E (200.0 mg, 0.556 mmol), tert-butyl 4-aminobenzoate (129 mg, 0.667 mmol), and concentrated HCl (0.08 mL, 2.63 mmol) was heated at 160° C. for 30 minutes in a Biotage microwave reactor. The solvent was decanted. The remaining residue was treated with water, sonicated, filtered, washed with water, and oven-dried to provide the title compound as an HCl salt. Starting materials: COC(=O)c1cccc2c(Br)c(OC)ccc12, CN(C)C=O, [Cu]I, O=C([O-])C(F)(F)F, [Na+]. The product is COC(=O)c1cccc2c(C(F)(F)F)c(OC)ccc12. Reaction SMILES: [CH3:1][O:2][c:3]1[c:4]([Br:17])[c:5]2[cH:6][cH:7][cH:8][c:9]([C:13](=[O:14])[O:15][CH3:16])[c:10]2[cH:11][cH:12]1.[CH3:28][N:29]([CH3:30])[CH:31]=[O:32].[Cu:26][I:27].[F:18][C:19]([C:20]([O-:21])=[O:22])([F:23])[F:24].[Na+:25]>>[CH3:1][O:2][c:3]1[c:4]([C:19]([F:18])([F:23])[F:24])[c:5]2[cH:6][cH:7][cH:8][c:9]([C:13](=[O:14])[O:15][CH3:16])[c:10]2[cH:11][cH:12]1. Starting materials: [Al+3], CCOC(=O)CBr, [H-], [H-], [H-], [H-], [Li+], CCOC(=O)CC(O)c1cccc(OCc2ccc3ccccc3c2)c1, [Zn], O=Cc1cccc(OCc2ccc3ccccc3c2)c1. Product: OCCC(O)c1cccc(OCc2ccc3ccccc3c2)c1. Reaction SMILES: [Al+3:55].[Br:21][CH2:22][C:23]([O:24][CH2:25][CH3:26])=[O:27].[H-:54].[H-:57].[H-:58].[H-:59].[Li+:56].[OH:28][CH:29]([CH2:30][C:31](=[O:32])[O:33][CH2:34][CH3:35])[c:36]1[cH:37][c:38]([O:42][CH2:43][c:44]2[cH:45][c:46]3[cH:47][cH:48][cH:49][cH:50][c:51]3[cH:52][cH:53]2)[cH:39][cH:40][cH:41]1.[Zn:60].[cH:1]1[c:2]2[c:3]([cH:4][cH:5][cH:6][cH:7]2)[cH:8][cH:9][c:10]1[CH2:11][O:12][c:13]1[cH:14][c:15]([CH:19]=[O:20])[cH:16][cH:17][cH:18]1>>[OH:28][CH:29]([CH2:30][CH2:31][OH:32])[c:36]1[cH:37][c:38]([O:42][CH2:43][c:44]2[cH:45][c:46]3[cH:47][cH:48][cH:49][cH:50][c:51]3[cH:52][cH:53]2)[cH:39][cH:40][cH:41]1.